Dataset: the Open Reaction Database (ORD), a public repository of structured organic reaction records. Task: describe an organic reaction: reactants, conditions, products, and yield The reactants are COC(=O)COc1ccc2cc(C(=O)OC)ccc2c1, Cl, [K+], CN(C)C=O, [OH-], O. Yields the product COC(=O)c1ccc2cc(OCC(=O)O)ccc2c1. As a reaction SMILES: [CH3:1][O:2][C:3](=[O:4])[CH2:5][O:6][c:7]1[cH:8][c:9]2[cH:10][cH:11][c:12]([C:17](=[O:18])[O:19][CH3:20])[cH:13][c:14]2[cH:15][cH:16]1.[ClH:23].[K+:22].[O:25]=[CH:26][N:27]([CH3:28])[CH3:29].[OH-:21].[OH2:24]>>[O:2]=[C:3]([OH:4])[CH2:5][O:6][c:7]1[cH:8][c:9]2[cH:10][cH:11][c:12]([C:17](=[O:18])[O:19][CH3:20])[cH:13][c:14]2[cH:15][cH:16]1. Reactants: C(C)(C)(C)OC(=O)N1CC(CC1)(CO)NC(=O)C=1N=NC(=C(C1)C1=CC=C(C=C1)OC1CCCCC1)CCCC (3-{[6-butyl-5-(4-cyclohexyloxy-phenyl)-pyridazine-3-carbonyl]-amino}-3-hydroxymethyl-pyrrolidine-1-carboxylic acid tert-butyl ester), Cl (HCl). Run in C(Cl)Cl (DCM), O1CCOCC1 (dioxane). Run at time 1 hour. The product is Cl.Cl.OCC1(CNCC1)NC(=O)C=1N=NC(=C(C1)C1=CC=C(C=C1)OC1CCCCC1)CCCC (6-butyl-5-(4-cyclohexyloxy-phenyl)-pyridazine-3-carboxylic acid (3-hydroxymethyl-pyrrolidin-3-yl)-amide dihydrochloride). RXN SMILES: C(OC([N:8]1[CH2:12][CH2:11][C:10]([NH:15][C:16]([C:18]2[N:19]=[N:20][C:21]([CH2:37][CH2:38][CH2:39][CH3:40])=[C:22]([C:24]3[CH:29]=[CH:28][C:27]([O:30][CH:31]4[CH2:36][CH2:35][CH2:34][CH2:33][CH2:32]4)=[CH:26][CH:25]=3)[CH:23]=2)=[O:17])([CH2:13][OH:14])[CH2:9]1)=O)(C)(C)C.[ClH:41]>C(Cl)Cl.O1CCOCC1>[ClH:41].[ClH:41].[OH:14][CH2:13][C:10]1([NH:15][C:16]([C:18]2[N:19]=[N:20][C:21]([CH2:37][CH2:38][CH2:39][CH3:40])=[C:22]([C:24]3[CH:29]=[CH:28][C:27]([O:30][CH:31]4[CH2:36][CH2:35][CH2:34][CH2:33][CH2:32]4)=[CH:26][CH:25]=3)[CH:23]=2)=[O:17])[CH2:11][CH2:12][NH:8][CH2:9]1 |f:4.5.6|. Procedure details: To a solution of 3-{[6-butyl-5-(4-cyclohexyloxy-phenyl)-pyridazine-3-carbonyl]-amino}-3-hydroxymethyl-pyrrolidine-1-carboxylic acid tert-butyl ester (55 mg) in DCM (2 mL) was added 4 N HCl in dioxane (1.0 mL) at 0° C., and the reaction was stirred for 1 h at room temperature. The volatiles were removed under reduced pressure, and the residue was triturated with anhydrous ethyl ether and dried under high vacuum to provide 6-butyl-5-(4-cyclohexyloxy-phenyl)-pyridazine-3-carboxylic acid (3-hydroxym... Reactants: [C-]#[C-].[Na+].[Na+] (Sodium acetylide), COC1=CC=C(C=C1)C1=C(SC=C1)C(=O)C=1SC=CC1C1=CC=C(C=C1)OC (p-methoxyphenyl-thiophene-2-yl-ketone), CS(=O)C (DMSO). Yields the product COC1=CC=C(C=C1)C(C#C)(O)C=1SC=CC1 (1-(4-methoxyphenyl)-1-(thiophene-2-yl)prop-2-yn-1-ol). RXN SMILES: [C-]#[C-].[Na+].[Na+].COC1C=CC([C:13]2C=CS[C:14]=2[C:18]([C:20]2[S:21][CH:22]=[CH:23][C:24]=2[C:25]2[CH:30]=[CH:29][C:28]([O:31][CH3:32])=[CH:27][CH:26]=2)=O)=CC=1.CS(C)=[O:35]>>[CH3:32][O:31][C:28]1[CH:27]=[CH:26][C:25]([C:24]([C:20]2[S:21][CH:13]=[CH:14][CH:18]=2)([OH:35])[C:23]#[CH:22])=[CH:30][CH:29]=1 |f:0.1.2|. Reported procedure: Sodium acetylide (1.37 g, 33.5 mmol) suspended in dry DMSO (25 ml) was added to p-methoxyphenyl-thiophene-2-yl-ketone (4.8 g, 22 mmol) in portions with stirring under water bath cooling while bubbling acetylene gas. After addition, the reaction mixture was stirred at room temperature for 2 hours, poured onto crushed ice, acidified with 4 M hydrochloric acid until the pH was approximately 6. After extraction with methylene chloride (20 ml, then 2×10 ml), the mixture was dried over anhydrous sodiu... The reactants are CCCCO, OCC1CC(Nc2cc(Cl)ncn2)CC1O, NC1CCc2ccccc21. Yields the product OCC1CC(Nc2cc(NC3CCc4ccccc43)ncn2)CC1O. RXN SMILES: [CH2:27]([OH:28])[CH2:29][CH2:30][CH3:31].[Cl:1][c:2]1[cH:3][c:4]([NH:8][CH:9]2[CH2:10][CH:11]([CH2:15][OH:16])[CH:12]([OH:14])[CH2:13]2)[n:5][cH:6][n:7]1.[NH2:17][CH:18]1[CH2:19][CH2:20][c:21]2[cH:22][cH:23][cH:24][cH:25][c:26]21>>[c:2]1([NH:17][CH:18]2[CH2:19][CH2:20][c:21]3[cH:22][cH:23][cH:24][cH:25][c:26]32)[cH:3][c:4]([NH:8][CH:9]2[CH2:10][CH:11]([CH2:15][OH:16])[CH:12]([OH:14])[CH2:13]2)[n:5][cH:6][n:7]1. Reactants: C(C)OC(C1=C(C(=CC=C1)[N+](=O)[O-])Cl)=O (2-chloro-3-nitro-benzoic acid ethyl ester), C1(CCCCC1)N (cyclohexylamine). Solvent: C(C)#N (acetonitrile). The product is C(C)OC(C1=C(C(=CC=C1)[N+](=O)[O-])NC1CCCCC1)=O (2-cyclohexylamino-3-nitro-benzoic acid ethyl ester). Yield: 95.0%. Reaction SMILES: [CH2:1]([O:3][C:4](=[O:15])[C:5]1[CH:10]=[CH:9][CH:8]=[C:7]([N+:11]([O-:13])=[O:12])[C:6]=1Cl)[CH3:2].[CH:16]1([NH2:22])[CH2:21][CH2:20][CH2:19][CH2:18][CH2:17]1>C(#N)C>[CH2:1]([O:3][C:4](=[O:15])[C:5]1[CH:10]=[CH:9][CH:8]=[C:7]([N+:11]([O-:13])=[O:12])[C:6]=1[NH:22][CH:16]1[CH2:21][CH2:20][CH2:19][CH2:18][CH2:17]1)[CH3:2]. Reported procedure: The crude 2-chloro-3-nitro-benzoic acid ethyl ester was dissolved in acetonitrile (100 mL) and cyclohexylamine (2.5 mL, 21.83 mmol) was added. The mixture was stirred at reflux overnight. After evaporation of solvent, water (100 mL) was added and the precipitates were collected by filtration and dried to give 2-cyclohexylamino-3-nitro-benzoic acid ethyl ester (1.168 g, 95%). MS: 293.16 (M+H+). The product is CCOC(=O)N1CCC(c2cn(CCOC)c3ncccc23)CC1. Reactants: COCCBr, CCOC(=O)N1CCC(c2c[nH]c3ncccc23)CC1, [H-], [Na+], CN(C)C=O, O. RXN SMILES: [Br:23][CH2:24][CH2:25][O:26][CH3:27].[CH2:1]([CH3:2])[O:3][C:4](=[O:5])[N:6]1[CH2:7][CH2:8][CH:9]([c:12]2[cH:13][nH:14][c:15]3[n:16][cH:17][cH:18][cH:19][c:20]23)[CH2:10][CH2:11]1.[H-:21].[Na+:22].[O:29]=[CH:30][N:31]([CH3:32])[CH3:33].[OH2:28]>>[CH2:1]([CH3:2])[O:3][C:4](=[O:5])[N:6]1[CH2:7][CH2:8][CH:9]([c:12]2[cH:13][n:14]([CH2:24][CH2:25][O:26][CH3:27])[c:15]3[n:16][cH:17][cH:18][cH:19][c:20]23)[CH2:10][CH2:11]1. The reactants are CC1(C)CC(c2cccc(Br)c2)Nc2c(Cl)cc(C#N)cc21, O=C([O-])[O-], CS(C)=O, [Cu]I, [K+], [K+], CC(C)(N)C(=O)O. Product: CC(C)(Nc1cccc(C2CC(C)(C)c3cc(C#N)cc(Cl)c3N2)c1)C(=O)O. As a reaction SMILES: [Br:1][c:2]1[cH:3][c:4]([CH:8]2[NH:9][c:10]3[c:11]([Cl:22])[cH:12][c:13]([C:20]#[N:21])[cH:14][c:15]3[C:16]([CH3:18])([CH3:19])[CH2:17]2)[cH:5][cH:6][cH:7]1.[C:30](=[O:31])([O-:32])[O-:33].[CH3:36][S:37](=[O:38])[CH3:39].[Cu:40][I:41].[K+:34].[K+:35].[NH2:23][C:24]([C:25](=[O:26])[OH:27])([CH3:28])[CH3:29]>>[c:2]1([NH:23][C:24]([C:25](=[O:26])[OH:27])([CH3:28])[CH3:29])[cH:3][c:4]([CH:8]2[NH:9][c:10]3[c:11]([Cl:22])[cH:12][c:13]([C:20]#[N:21])[cH:14][c:15]3[C:16]([CH3:18])([CH3:19])[CH2:17]2)[cH:5][cH:6][cH:7]1. The reactants are CC1(OCC(C1)=C)C(=O)OC(C)(C)C (2-methyl-4-methylene-2-tetrahydrofuroic acid, tert-butyl ester), FC(C(=O)O)(F)F (trifluoroacetic acid). Run in ClCCl (dichloromethane), ClCCl (dichloromethane). Run at time 20 minute. Yields the product CC1(OCC(C1)=C)C(=O)O (2-Methyl-4-methylene-2-tetrahydrofuroic Acid). Yield: 77.0%. RXN SMILES: [CH3:1][C:2]1([C:8]([O:10]C(C)(C)C)=[O:9])[CH2:6][C:5](=[CH2:7])[CH2:4][O:3]1.FC(F)(F)C(O)=O>ClCCl>[CH3:1][C:2]1([C:8]([OH:10])=[O:9])[CH2:6][C:5](=[CH2:7])[CH2:4][O:3]1. Procedure details: At 0° C., to a solution of 2-methyl-4-methylene-2-tetrahydrofuroic acid, tert-butyl ester dissolved in 0.3 mL dichloromethane was added 461 mL of a 1:1 solution of trifluoroacetic acid and dichloromethane. After 20 min, the ice bath was removed and the reaction mixture allowed to stir at room temperature for 5 h. The excess trifluoroacetic acid was removed by a stream of nitrogen, and the residue coevaporated with dichloromethane 3 times. The crude product was chromatographed via silica gel (gra... Reactants: C(C1=CC=CC=C1)N1CCC(CC1)N1C(CN(CC1)C(=O)OC(C)(C)C)=O (tert-Butyl 4-(1-benzyl-4-piperidinyl)-3-oxo-1-piperazinecarboxylate). Reagents/catalysts: [C].[Pd] (palladium carbon). The solvent is C(C)O (ethanol). The product is O=C1CN(CCN1C1CCNCC1)C(=O)OC(C)(C)C (tert-butyl 3-oxo-4-(4-piperidinyl)-1-piperazinecarboxylate). Isolated yield 89.4%. Reaction SMILES: C([N:8]1[CH2:13][CH2:12][CH:11]([N:14]2[CH2:19][CH2:18][N:17]([C:20]([O:22][C:23]([CH3:26])([CH3:25])[CH3:24])=[O:21])[CH2:16][C:15]2=[O:27])[CH2:10][CH2:9]1)C1C=CC=CC=1>C(O)C.[C].[Pd]>[O:27]=[C:15]1[N:14]([CH:11]2[CH2:10][CH2:9][NH:8][CH2:13][CH2:12]2)[CH2:19][CH2:18][N:17]([C:20]([O:22][C:23]([CH3:26])([CH3:25])[CH3:24])=[O:21])[CH2:16]1 |f:2.3|. Reported procedure: tert-Butyl 4-(1-benzyl-4-piperidinyl)-3-oxo-1-piperazinecarboxylate (PCT Japanese Translation Patent Publication No. 2002533451; 1.4 g) was dissolved in ethanol (30 ml), 10% palladium carbon (50% water content; 0.12 g) was added thereto, and mixed under hydrogen atmosphere at room temperature for 16 hours. The reaction mixture was filtered, and the filtrate was concentrated under reduced pressure to obtain the title compound as a green oil (0.95 g, quantitative). Starting materials: Cl (HCl), C(C)(C)(C)OC(=O)NC1(CCN(CC1)C(=O)C=1C=NN2C1C=C(C=C2)N2[C@H](CCC2)C2=C(C=CC(=C2)F)F)C(=O)OC ((R)-methyl 4-((tert-butoxycarbonyl)amino)-1-(5-(2-(2,5-difluorophenyl)pyrrolidin-1-yl)pyrazolo[1,5-a]pyridine-3-carbonyl)piperidine-4-carboxylate). The solvent is O (water), O1CCOCC1 (Dioxane). Reaction conditions: temperature 27.5 celsius, time 3 hour. Yields the product NC1(CCN(CC1)C(=O)C=1C=NN2C1C=C(C=C2)N2[C@H](CCC2)C2=C(C=CC(=C2)F)F)C(=O)OC ((R)-Methyl 4-amino-1-(5-(2-(2,5-difluorophenyl)pyrrolidin-1-yl)pyrazolo[1,5-a]pyridine-3-carbonyl)piperidine-4-carboxylate). The yield is 36.5%. Reaction SMILES: Cl.C(OC([NH:9][C:10]1([C:40]([O:42][CH3:43])=[O:41])[CH2:15][CH2:14][N:13]([C:16]([C:18]2[CH:19]=[N:20][N:21]3[CH:26]=[CH:25][C:24]([N:27]4[CH2:31][CH2:30][CH2:29][C@@H:28]4[C:32]4[CH:37]=[C:36]([F:38])[CH:35]=[CH:34][C:33]=4[F:39])=[CH:23][C:22]=23)=[O:17])[CH2:12][CH2:11]1)=O)(C)(C)C>O1CCOCC1.O>[NH2:9][C:10]1([C:40]([O:42][CH3:43])=[O:41])[CH2:11][CH2:12][N:13]([C:16]([C:18]2[CH:19]=[N:20][N:21]3[CH:26]=[CH:25][C:24]([N:27]4[CH2:31][CH2:30][CH2:29][C@@H:28]4[C:32]4[CH:37]=[C:36]([F:38])[CH:35]=[CH:34][C:33]=4[F:39])=[CH:23][C:22]=23)=[O:17])[CH2:14][CH2:15]1. Procedure: A mixture of 4M HCl solution in Dioxane (1 mL) and (R)-methyl 4-((tert-butoxycarbonyl)amino)-1-(5-(2-(2,5-difluorophenyl)pyrrolidin-1-yl)pyrazolo[1,5-a]pyridine-3-carbonyl)piperidine-4-carboxylate (50 g, 0.085 mmol) was stirred at 20-35° C. for 3 h. After which the reaction mixture was concentrated under reduced pressure to afford the crude. The residue obtained was dissolved in water, extracted with ethylacetate, washed with saturated NaHCO3 solution followed by brine and dried over anhydrous s...